From a dataset of the Open Reaction Database (ORD), a public repository of structured organic reaction records. describe an organic reaction: reactants, conditions, products, and yield The reactants are COCC1=C(C=CC(=C1)C1=NC(=NO1)C=1C=CC(=NC1)CN(CC(=O)OC(C)(C)C)C)C1=C(C=CC=C1)C (tert-butyl N-[(5-{5-[2-(methoxymethyl)-2′-methylbiphenyl-4-yl]-1,2,4-oxadiazol-3-yl}pyridin-2-yl)methyl]-N-methylglycinate), Cl (HCl). The solvent is O1CCOCC1 (dioxan). Conditions: temperature 80 celsius, time 1 hour. The product is COCC1=C(C=CC(=C1)C1=NC(=NO1)C=1C=CC(=NC1)CN(CC(=O)O)C)C1=C(C=CC=C1)C (2-(((5-(5-(2-(methoxymethyl)-2′-methylbiphenyl-4-yl)-1,2,4-oxadiazol-3-yl)pyridin-2-yl)methyl)(methyl)amino)acetic acid). The yield is 85.6%. RXN SMILES: [CH3:1][O:2][CH2:3][C:4]1[CH:9]=[C:8]([C:10]2[O:14][N:13]=[C:12]([C:15]3[CH:16]=[CH:17][C:18]([CH2:21][N:22]([CH3:31])[CH2:23][C:24]([O:26]C(C)(C)C)=[O:25])=[N:19][CH:20]=3)[N:11]=2)[CH:7]=[CH:6][C:5]=1[C:32]1[CH:37]=[CH:36][CH:35]=[CH:34][C:33]=1[CH3:38].Cl>O1CCOCC1>[CH3:1][O:2][CH2:3][C:4]1[CH:9]=[C:8]([C:10]2[O:14][N:13]=[C:12]([C:15]3[CH:16]=[CH:17][C:18]([CH2:21][N:22]([CH3:31])[CH2:23][C:24]([OH:26])=[O:25])=[N:19][CH:20]=3)[N:11]=2)[CH:7]=[CH:6][C:5]=1[C:32]1[CH:37]=[CH:36][CH:35]=[CH:34][C:33]=1[CH3:38]. Procedure: To tert-butyl N-[(5-{5-[2-(methoxymethyl)-2′-methylbiphenyl-4-yl]-1,2,4-oxadiazol-3-yl}pyridin-2-yl)methyl]-N-methylglycinate (0.550 g; 1.07 mmol) was added HCl solution in dioxan (4 M; 15 mL) and the reaction mixture stirred at ambient temperature for 2 hours and at 80° C. for 1 hour. The reaction mixture was allowed to cool and the suspension was filtered. The solid was washed with ether and dried under vacuum. The residue was triturated with DCM to afford the title compound as an off-white so... The product is O=C(c1ccccc1)n1c(SC(F)(F)F)cc(-c2ccc(F)cc2)c1-c1ccc(F)cc1. Reactants: O=C(Cl)c1ccccc1, ClCCl, CC(C)(C)[O-], Cc1ccccc1, Fc1ccc(-c2cc(SC(F)(F)F)[nH]c2-c2ccc(F)cc2)cc1, [K+]. As a reaction SMILES: [C:38]([c:39]1[cH:40][cH:41][cH:42][cH:43][cH:44]1)(=[O:45])[Cl:46].[CH2:47]([Cl:48])[Cl:49].[CH3:25][C:26]([CH3:27])([O-:28])[CH3:29].[CH3:31][c:32]1[cH:33][cH:34][cH:35][cH:36][cH:37]1.[F:1][c:2]1[cH:3][cH:4][c:5](-[c:8]2[cH:9][c:10]([S:20][C:21]([F:22])([F:23])[F:24])[nH:11][c:12]2-[c:13]2[cH:14][cH:15][c:16]([F:19])[cH:17][cH:18]2)[cH:6][cH:7]1.[K+:30]>>[F:1][c:2]1[cH:3][cH:4][c:5](-[c:8]2[cH:9][c:10]([S:20][C:21]([F:22])([F:23])[F:24])[n:11]([C:38]([c:39]3[cH:40][cH:41][cH:42][cH:43][cH:44]3)=[O:45])[c:12]2-[c:13]2[cH:14][cH:15][c:16]([F:19])[cH:17][cH:18]2)[cH:6][cH:7]1. Starting materials: CCOC(C)=O, CC(C)(C)OC(=O)NCCCNc1c([N+](=O)[O-])cnc2cccnc12. Product: CC(C)(C)OC(=O)NCCCNc1c(N)cnc2cccnc12. RXN SMILES: [CH3:26][CH2:27][O:28][C:29](=[O:30])[CH3:31].[N+:1]([O-:2])(=[O:3])[c:4]1[cH:5][n:6][c:7]2[cH:8][cH:9][cH:10][n:11][c:12]2[c:13]1[NH:14][CH2:15][CH2:16][CH2:17][NH:18][C:19]([O:20][C:21]([CH3:22])([CH3:23])[CH3:24])=[O:25]>>[NH2:1][c:4]1[cH:5][n:6][c:7]2[cH:8][cH:9][cH:10][n:11][c:12]2[c:13]1[NH:14][CH2:15][CH2:16][CH2:17][NH:18][C:19]([O:20][C:21]([CH3:22])([CH3:23])[CH3:24])=[O:25].